This data is from the Open Reaction Database (ORD), a public repository of structured organic reaction records. The task is: describe an organic reaction: reactants, conditions, products, and yield Reactants: CCOCC(=O)Cl, ClCCl, Nc1cnc2ccccc2c1NCCC1(O)CC1. Product: CCOCC(=O)Nc1cnc2ccccc2c1NCCC1(O)CC1, Cl. As a reaction SMILES: [CH2:1]([CH3:2])[O:3][CH2:4][C:5](=[O:6])[Cl:7].[Cl:26][CH2:27][Cl:28].[NH2:8][c:9]1[cH:10][n:11][c:12]2[cH:13][cH:14][cH:15][cH:16][c:17]2[c:18]1[NH:19][CH2:20][CH2:21][C:22]1([OH:25])[CH2:23][CH2:24]1>>[CH2:1]([CH3:2])[O:3][CH2:4][C:5](=[O:6])[NH:8][c:9]1[cH:10][n:11][c:12]2[cH:13][cH:14][cH:15][cH:16][c:17]2[c:18]1[NH:19][CH2:20][CH2:21][C:22]1([OH:25])[CH2:23][CH2:24]1.[ClH:7]. The reactants are BrC=1C=NC(=NC1)N[C@@H]1CC[C@@H](CC1)OC1=C2N=CC=NC2=CC(=C1)N1CCOCC1 (5-bromo-N-((cis)-4-((7-morpholinoquinoxalin-5-yl)oxy)cyclohexyl)pyrimidin-2-amine), C([O-])([O-])=O.[Cs+].[Cs+] (cesium carbonate), CO (MeOH). Reagents/catalysts: [CH2-]C=C.[CH2-]C=C.Cl[Pd+].Cl[Pd+] (allylpalladium(II) chloride dimer), CC1=C(C(=C(C=C1)OC)P(C(C)(C)C)C(C)(C)C)C2=C(C=C(C=C2C(C)C)C(C)C)C(C)C (RockPhos). Run in C1(=CC=CC=C1)C (toluene). Conditions: temperature 100 celsius. Yields the product COC=1C=NC(=NC1)N[C@@H]1CC[C@@H](CC1)OC1=C2N=CC=NC2=CC(=C1)N1CCOCC1 (5-methoxy-N-((cis)-4-((7-morpholinoquinoxalin-5-yl)oxy)cyclohexyl)pyrimidin-2-amine). The yield is 63.6%. RXN SMILES: Br[C:2]1[CH:3]=[N:4][C:5]([NH:8][C@H:9]2[CH2:14][CH2:13][C@@H:12]([O:15][C:16]3[CH:25]=[C:24]([N:26]4[CH2:31][CH2:30][O:29][CH2:28][CH2:27]4)[CH:23]=[C:22]4[C:17]=3[N:18]=[CH:19][CH:20]=[N:21]4)[CH2:11][CH2:10]2)=[N:6][CH:7]=1.[C:32](=O)([O-])[O-:33].[Cs+].[Cs+].CO>C1(C)C=CC=CC=1.[CH2-]C=C.[CH2-]C=C.Cl[Pd+].Cl[Pd+].CC1C=CC(OC)=C(P(C(C)(C)C)C(C)(C)C)C=1C1C(C(C)C)=CC(C(C)C)=CC=1C(C)C>[CH3:32][O:33][C:2]1[CH:3]=[N:4][C:5]([NH:8][C@H:9]2[CH2:14][CH2:13][C@@H:12]([O:15][C:16]3[CH:25]=[C:24]([N:26]4[CH2:31][CH2:30][O:29][CH2:28][CH2:27]4)[CH:23]=[C:22]4[C:17]=3[N:18]=[CH:19][CH:20]=[N:21]4)[CH2:11][CH2:10]2)=[N:6][CH:7]=1 |f:1.2.3,6.7.8.9|. Procedure details: As shown in step 6-ix of Scheme 6, to a mixture 5-bromo-N-((cis)-4-((7-morpholinoquinoxalin-5-yl)oxy)cyclohexyl)pyrimidin-2-amine (75 mg, 0.155 mmol), cesium carbonate (101 mg, 0.309 mmol), allylpalladium(II) chloride dimer (0.28 mg, 0.0015 mmol), RockPhos (2.17 mg, 0.0046 mmol) and MeOH (9.9 mg, 12.5 μL, 0.31 mmol) in toluene (2 mL) was flushed with nitrogen gas and heated to 100° C. for 18 hours. The reaction mixture was iluted with EtOAc, filtered though a layer of diatomaceous earth, and con... Starting materials: BrC1=C(C=C(C=C1)Cl)C1=CC(N(C=C1)C(C(=O)NC1=CC=C(C(=O)OC(C)(C)C)C=C1)CC1=CC=NC=C1)=O (tert-Butyl 4-({2-[4-(2-bromo-5-chlorophenyl)-2-oxopyridin-1(2H)-yl]-3-(pyridin-4-yl)propanoyl}amino)benzoate), C(=O)(C(F)(F)F)O (TFA). The product is BrC1=C(C=C(C=C1)Cl)C1=CC(N(C=C1)C(C(=O)NC1=CC=C(C(=O)O)C=C1)CC1=CC=NC=C1)=O (4-({2-[4-(2-Bromo-5-chlorophenyl)-2-oxopyridin-1(2H)-yl]-3-(pyridin-4-yl)propanoyl}amino)benzoic acid). As a reaction SMILES: [Br:1][C:2]1[CH:7]=[CH:6][C:5]([Cl:8])=[CH:4][C:3]=1[C:9]1[CH:14]=[CH:13][N:12]([CH:15]([CH2:32][C:33]2[CH:38]=[CH:37][N:36]=[CH:35][CH:34]=2)[C:16]([NH:18][C:19]2[CH:31]=[CH:30][C:22]([C:23]([O:25]C(C)(C)C)=[O:24])=[CH:21][CH:20]=2)=[O:17])[C:11](=[O:39])[CH:10]=1.C(O)(C(F)(F)F)=O>>[Br:1][C:2]1[CH:7]=[CH:6][C:5]([Cl:8])=[CH:4][C:3]=1[C:9]1[CH:14]=[CH:13][N:12]([CH:15]([CH2:32][C:33]2[CH:34]=[CH:35][N:36]=[CH:37][CH:38]=2)[C:16]([NH:18][C:19]2[CH:31]=[CH:30][C:22]([C:23]([OH:25])=[O:24])=[CH:21][CH:20]=2)=[O:17])[C:11](=[O:39])[CH:10]=1. Reported procedure: 734 mg (purity 92%, 1.11 mmol) of tert-butyl 4-({2-[4-(2-bromo-5-chlorophenyl)-2-oxopyridin-1(2H)-yl]-3-(pyridin-4-yl)propanoyl}amino)benzoate (racemate) (Example 10.2C) were hydrolysed with TFA according to General Method 2. Yield: 126 mg (21% of theory) The reactants are FC1=C(C=C(C=C1)C1=CC2=C(N=C(N=C2)SC)N(C1=O)C)NC(=O)NC1=CC(=NO1)C(C)C (1-(2-fluoro-5-(8-methyl-2-(methylthio)-7-oxo-7,8-dihydropyrido[2,3-d]pyrimidin-6-yl)phenyl)-3-(3-isopropylisoxazol-5-yl)urea), N[C@@H](C)CO (L-alaninol). The product is FC1=C(C=C(C=C1)C1=CC2=C(N=C(N=C2)N[C@H](CO)C)N(C1=O)C)NC(=O)NC1=CC(=NO1)C(C)C ((S)-1-(2-fluoro-5-(2-(1-hydroxypropan-2-ylamino)-8-methyl-7-oxo-7,8-dihydropyrido[2,3-d]pyrimidin-6-yl)phenyl)-3-(3-isopropylisoxazol-5-yl)urea). Isolated yield 42.0%. RXN SMILES: [F:1][C:2]1[CH:7]=[CH:6][C:5]([C:8]2[C:19](=[O:20])[N:18]([CH3:21])[C:11]3[N:12]=[C:13](SC)[N:14]=[CH:15][C:10]=3[CH:9]=2)=[CH:4][C:3]=1[NH:22][C:23]([NH:25][C:26]1[O:30][N:29]=[C:28]([CH:31]([CH3:33])[CH3:32])[CH:27]=1)=[O:24].[NH2:34][C@H:35]([CH2:37][OH:38])[CH3:36]>>[F:1][C:2]1[CH:7]=[CH:6][C:5]([C:8]2[C:19](=[O:20])[N:18]([CH3:21])[C:11]3[N:12]=[C:13]([NH:34][C@@H:35]([CH3:36])[CH2:37][OH:38])[N:14]=[CH:15][C:10]=3[CH:9]=2)=[CH:4][C:3]=1[NH:22][C:23]([NH:25][C:26]1[O:30][N:29]=[C:28]([CH:31]([CH3:33])[CH3:32])[CH:27]=1)=[O:24]. Procedure details: Using a procedure analogous to Example A1, 1-(2-fluoro-5-(8-methyl-2-(methylthio)-7-oxo-7,8-dihydropyrido[2,3-d]pyrimidin-6-yl)phenyl)-3-(3-isopropylisoxazol-5-yl)urea (0.150 g, 0.322 mmol, 1.00 eq) was oxidized and reacted with L-alaninol (41.4 μL, 0.533 mmol, 2.00 eq) to afford (S)-1-(2-fluoro-5-(2-(1-hydroxypropan-2-ylamino)-8-methyl-7-oxo-7,8-dihydropyrido[2,3-d]pyrimidin-6-yl)phenyl)-3-(3-isopropylisoxazol-5-yl)urea (67 mg, 51% yield) as an off-white solid. 1H NMR (400 MHz, DMSO-d6): δ 10.3... Starting materials: Cl (HCl), [OH-].[Na+] (NaOH), N([C@H](CCCNC(N)=N)C(=O)N[C@@H]([C@@H](C)CC)C(=O)OCC1=CC=CC=C1)C(=O)OCC1=CC=CC=C1 (Z-D-Arg-Ile-OBzl), O (water). The solvent is O1CCOCC1 (dioxane), CO (methanol). Run at time 8 hour. The product is N([C@H](CCCNC(N)=N)C(=O)N[C@@H]([C@@H](C)CC)C(=O)O)C(=O)OCC1=CC=CC=C1 (Z-D-Arg-Ile-OH). RXN SMILES: [OH-].[Na+].[NH:3]([C:30]([O:32][CH2:33][C:34]1[CH:39]=[CH:38][CH:37]=[CH:36][CH:35]=1)=[O:31])[C@@H:4]([C:12]([NH:14][C@H:15]([C:20]([O:22]CC1C=CC=CC=1)=[O:21])[C@H:16]([CH2:18][CH3:19])[CH3:17])=[O:13])[CH2:5][CH2:6][CH2:7][NH:8][C:9](=[NH:11])[NH2:10].O.Cl>O1CCOCC1.CO>[NH:3]([C:30]([O:32][CH2:33][C:34]1[CH:39]=[CH:38][CH:37]=[CH:36][CH:35]=1)=[O:31])[C@@H:4]([C:12]([NH:14][C@H:15]([C:20]([OH:22])=[O:21])[C@H:16]([CH2:18][CH3:19])[CH3:17])=[O:13])[CH2:5][CH2:6][CH2:7][NH:8][C:9](=[NH:10])[NH2:11] |f:0.1|. Procedure: 41.8 ml of aqueous 1N NaOH are added to a solution of 19 g of Z-D-Arg-Ile-OBzl in a mixture of 70 ml of dioxane, 30 ml of water and 12 ml of methanol, and the mixture is left to stand at room temperature overnight. The next day it is neutralized with about 3.3 ml of 4N HCl. The cloudy solution is filtered with suction through a clarifying layer, and the filtrate is concentrated. The residue is partitioned between 120 ml of n-pentanol and 120 ml of water. The aqueous phase is extracted a further ... Procedure details: Glycerol stocks of the strains obtained in Example 3, in which fad genes were amplified, were thawed. And, 100 μL of each was evenly spread on an LB agar medium plate containing 50 mg/L ampicillin and 20 mg/L streptomycin and incubated at 37° C. for 24 hours. About ½ volume of bacterial cells on the obtained plate were inoculated into 5 mL of fermentation medium described below containing 50 mg/L ampicillin and 20 mg/L streptomycin in a test tube manufactured by AGC TECHNO GLASS CO., LTD. (diame... Run at time 24 hour. The reactants are C(CCCCCCC\C=C/CCCCCCCC)(=O)[O-].[Na+] (sodium oleate), polyoxyethylene sorbitan monooleic acid ester, CC1([C@@H](N2[C@H](S1)[C@@H](C2=O)NC(=O)[C@@H](C=3C=CC=CC3)N)C(=O)O)C (ampicillin), C[C@H]1[C@@]([C@H]([C@@H](O1)O[C@@H]2[C@H]([C@@H]([C@H]([C@@H]([C@H]2O)O)NC(=N)N)O)NC(=N)N)O[C@H]3[C@H]([C@@H]([C@H]([C@@H](O3)CO)O)O)NC)(C=O)O (streptomycin), C(CCCCCCC\C=C/CCCCCCCC)(=O)[O-].[Na+] (sodium oleate), CC1([C@@H](N2[C@H](S1)[C@@H](C2=O)NC(=O)[C@@H](C=3C=CC=CC3)N)C(=O)O)C (ampicillin), C[C@H]1[C@@]([C@H]([C@@H](O1)O[C@@H]2[C@H]([C@@H]([C@H]([C@@H]([C@H]2O)O)NC(=N)N)O)NC(=N)N)O[C@H]3[C@H]([C@@H]([C@H]([C@@H](O3)CO)O)O)NC)(C=O)O (streptomycin). Run in OCC(O)CO (Glycerol). As a reaction SMILES: CC1(C)S[C@@H]2[C@H](NC([C@H](N)C3C=CC=CC=3)=O)C(=O)[N:4]2[C@H]1C(O)=O.C[C@@H]1O[C@@H](O[C@H]2[C@H](O)[C@@H](O)[C@H](NC(N)=N)[C@@H](O)[C@@H]2NC(N)=N)[C@H]([O:49][C@@H:50]2[O:55][C@@H:54]([CH2:56]O)[C@H:53](O)[C@@H:52](O)[C@@H:51]2[NH:60]C)[C@@]1(O)C=O.C([O-])(=O)CCCCCCC/C=C\CCCCCCCC.[Na+]>OCC(CO)O>[NH2:60][C@H:51]([C:50]([OH:55])=[O:49])[CH2:52][CH2:53][CH2:54][CH2:56][NH2:4] |f:2.3|. Yields the product N[C@@H](CCCCN)C(=O)O (L-Lysine). Yields the product N1(N=CN=C1)C1=CC=C(CN2N=C3N(C(N(C(C3=C2SC)=O)C)=O)CC(C)(C)C)C=C1 (2-(4-(1H-1,2,4-triazol-1-yl)benzyl)-5-methyl-3-(methylthio)-7-neopentyl-2H-pyrazolo[3,4-d]pyrimidine-4,6(5H,7H)-dione). Solvent: C(Cl)Cl (CH2Cl2), C1CCOC1 (THF). Conditions: time 30 minute. RXN SMILES: [N:1]1([C:6]2[CH:29]=[CH:28][C:9]([CH2:10][N:11]3[CH:19]=[C:18]4[C:13]([N:14]([CH2:23][C:24]([CH3:27])([CH3:26])[CH3:25])[C:15](=[O:22])[N:16]([CH3:21])[C:17]4=[O:20])=[N:12]3)=[CH:8][CH:7]=2)[CH:5]=[N:4][CH:3]=[N:2]1.[CH3:30][S:31]SC.[Li+].C[Si]([N-][Si](C)(C)C)(C)C>C(Cl)Cl.C1COCC1>[N:1]1([C:6]2[CH:29]=[CH:28][C:9]([CH2:10][N:11]3[C:19]([S:31][CH3:30])=[C:18]4[C:13]([N:14]([CH2:23][C:24]([CH3:26])([CH3:25])[CH3:27])[C:15](=[O:22])[N:16]([CH3:21])[C:17]4=[O:20])=[N:12]3)=[CH:8][CH:7]=2)[CH:5]=[N:4][CH:3]=[N:2]1 |f:2.3|. Procedure details: 2-(4-(1H-1,2,4-triazol-1-yl)benzyl)-5-methyl-7-neopentyl-2H-pyrazolo[3,4-d]pyrimidine-4,6(5H,7H)-dione (52 mg, 0.132 mmol) and methyl disulfide (12 μL, 0.13 mmol) are dissolved in 2 mL of anhydrous CH2Cl2, and then 1.0 M LiHMDS (190 μL, 0.19 mmol) in THF is added dropwise. The reaction mixture is stirred at room temperature for 30 min, and then quenched with saturated ammonium chloride aqueous solution. After routine workup, the obtained crude product is purified by silica gel column chromatogra... Starting materials: N1(N=CN=C1)C1=CC=C(CN2N=C3N(C(N(C(C3=C2)=O)C)=O)CC(C)(C)C)C=C1 (2-(4-(1H-1,2,4-triazol-1-yl)benzyl)-5-methyl-7-neopentyl-2H-pyrazolo[3,4-d]pyrimidine-4,6(5H,7H)-dione), CSSC (methyl disulfide), [Li+].C[Si](C)(C)[N-][Si](C)(C)C (LiHMDS). RXN SMILES: [CH2:33]1[O:34][CH2:35][CH2:36][CH2:37]1.[CH3:21][I:22].[CH3:24][Si:25]([N-:26][Si:27]([CH3:28])([CH3:29])[CH3:30])([CH3:31])[CH3:32].[Na+:23].[O:1]1[CH2:2][CH:3]([C:17](=[O:18])[O:19][CH3:20])[N:4]([C:7](=[O:8])[O:9][CH2:10][c:11]2[cH:12][cH:13][cH:14][cH:15][cH:16]2)[CH2:5][CH2:6]1>>[O:1]1[CH2:2][C:3]([C:17](=[O:18])[O:19][CH3:20])([CH3:24])[N:4]([C:7](=[O:8])[O:9][CH2:10][c:11]2[cH:12][cH:13][cH:14][cH:15][cH:16]2)[CH2:5][CH2:6]1. The reactants are C1CCOC1, CI, C[Si](C)(C)[N-][Si](C)(C)C, [Na+], COC(=O)C1COCCN1C(=O)OCc1ccccc1. Yields the product COC(=O)C1(C)COCCN1C(=O)OCc1ccccc1. The reactants are COC=C1CCC(c2ccc(C#N)cc2)CC1, Cl, C1CCOC1. The product is N#Cc1ccc(C2CCC(C=O)CC2)cc1. RXN SMILES: [CH3:1][O:2][CH:3]=[C:4]1[CH2:5][CH2:6][CH:7]([c:10]2[cH:11][cH:12][c:13]([C:14]#[N:15])[cH:16][cH:17]2)[CH2:8][CH2:9]1.[ClH:23].[O:18]1[CH2:19][CH2:20][CH2:21][CH2:22]1>>[O:2]=[CH:3][CH:4]1[CH2:5][CH2:6][CH:7]([c:10]2[cH:11][cH:12][c:13]([C:14]#[N:15])[cH:16][cH:17]2)[CH2:8][CH2:9]1. Reactants: C(CCC)OC(=O)N1CCN(CC1)C(CNC(=O)C1=NC2=CC(=CC=C2C(=C1)O)C)=O (4-{2-[(4-Hydroxy-7-methyl-quinoline-2-carbonyl)-amino]-acetyl}-piperazine-1-carboxylic acid butyl ester), C([O-])([O-])=O.[Cs+].[Cs+] (cesium carbonate), C(C1=CC=CC=C1)OC(CBr)=O (Bromo-acetic acid benzyl ester). The solvent is CN(C)C=O (DMF), O (water). Conditions: time 16 hour. The product is C(CCC)OC(=O)N1CCN(CC1)C(CNC(=O)C1=NC2=CC(=CC=C2C(=C1OC)C(=O)OCC1=CC=CC=C1)C)=O (4-{2-[(4-Benzyloxycarbonyl methoxy-7-methyl-quinoline-2-carbonyl)-amino]-acetyl}-piperazine-1-carboxylic acid butyl ester). Reaction SMILES: [CH2:1]([O:5][C:6]([N:8]1[CH2:13][CH2:12][N:11]([C:14](=[O:31])[CH2:15][NH:16][C:17]([C:19]2[CH:28]=[C:27](O)[C:26]3[C:21](=[CH:22][C:23]([CH3:30])=[CH:24][CH:25]=3)[N:20]=2)=[O:18])[CH2:10][CH2:9]1)=[O:7])[CH2:2][CH2:3][CH3:4].[C:32](=O)([O-])[O-:33].[Cs+].[Cs+].[CH2:38]([O:45][C:46](=[O:49])CBr)[C:39]1[CH:44]=[CH:43][CH:42]=[CH:41][CH:40]=1>CN(C=O)C.O>[CH2:1]([O:5][C:6]([N:8]1[CH2:13][CH2:12][N:11]([C:14](=[O:31])[CH2:15][NH:16][C:17]([C:19]2[C:28]([O:33][CH3:32])=[C:27]([C:46]([O:45][CH2:38][C:39]3[CH:44]=[CH:43][CH:42]=[CH:41][CH:40]=3)=[O:49])[C:26]3[C:21](=[CH:22][C:23]([CH3:30])=[CH:24][CH:25]=3)[N:20]=2)=[O:18])[CH2:10][CH2:9]1)=[O:7])[CH2:2][CH2:3][CH3:4] |f:1.2.3|. Procedure: To a solution of 4.5 g 4-{2-[(4-Hydroxy-7-methyl-quinoline-2-carbonyl)-amino]-acetyl}-piperazine-1-carboxylic acid butyl ester in 30 ml of DMF, 3.7 g of cesium carbonate and 2.6 g of Bromo-acetic acid benzyl ester were added and the reaction mixture was stirred for 16 h at RT. Then, the reaction mixture was diluted with water and extracted with ethyl acetate. The organic phase was dried over MgSO4 and the solvents were removed under reduced pressure. The isolated crude product was purified by re...